Dataset: the Open Reaction Database (ORD), a public repository of structured organic reaction records. Task: describe an organic reaction: reactants, conditions, products, and yield Starting materials: ( 1 ), COC(=O)C1=CC=2CC(CCC2C=C1)N (7-amino-5,6,7,8-tetrahydro-naphthalene-2-carboxylic acid methyl ester), C(CCC)S(=O)(=O)Cl (n-butylsulfonyl chloride), ( 2 ), ester, ON (HONH2), [OH-].[K+] (KOH). Solvent: ClCCl (dichloromethane). Product: ONC(=O)C1=CC=2CC(CCC2C=C1)NS(=O)(=O)CCCC (7-(Butane-1-sulfonylamino)-5,6,7,8-tetrahydro-naphthalene-2-carboxylic acid hydroxyamid). Reaction SMILES: CO[C:3]([C:5]1[CH:14]=[CH:13][C:12]2[CH2:11][CH2:10][CH:9]([NH2:15])[CH2:8][C:7]=2[CH:6]=1)=[O:4].[CH2:16]([S:20](Cl)(=[O:22])=[O:21])[CH2:17][CH2:18][CH3:19].[OH:24][NH2:25].[OH-].[K+]>ClCCl>[OH:24][NH:25][C:3]([C:5]1[CH:14]=[CH:13][C:12]2[CH2:11][CH2:10][CH:9]([NH:15][S:20]([CH2:16][CH2:17][CH2:18][CH3:19])(=[O:22])=[O:21])[CH2:8][C:7]=2[CH:6]=1)=[O:4] |f:3.4|. Procedure details: The title compound was prepared in two steps according to Scheme 6 by (1) treating amine VII with n-butylsulfonyl chloride and TEA in dichloromethane, and (2) treating the ester intermediate with aqueous HONH2 and KOH. MS: calc'd (MH+) 327, exp (MH+) 327.4. 1H NMR (CD3OD, 400 MHz), 7.50 (d, 1H, J=7.6 Hz), 7.49 (s, 1H), 7.19 (d, 1H, J=8.0 Hz), 3.68 (m, 1H), 3.14 (m, 3H), 2.79-3.00 (m, 3H), 2.16 (m, 1H), 1.82 (m, 3H), 1.50 (m, 2H), 0.99 (m, 3H). The reactants are BrC=1C=C2C(=C(C=NC2=CC1)C(CC)=O)NC=1C=CC(=NC1)N1CC(CC1)NC(OC(C)(C)C)=O (tert-butyl 1-(5-(6-bromo-3-propionylquinolin-4-ylamino)pyridin-2-yl)pyrrolidin-3-ylcarbamate), ClC1=C(C(=CC(=C1)B1OC(C(O1)(C)C)(C)C)Cl)O (2,6-dichloro-4-(4,4,5,5-tetramethyl-1,3,2-dioxaborolan-2-yl)phenol). Yields the product NC1CN(CC1)C1=CC=C(C=N1)NC1=C(C=NC2=CC=C(C=C12)C1=CC(=C(C(=C1)Cl)O)Cl)C(CC)=O (1-(4-(6-(3-aminopyrrolidin-1-yl)pyridin-3-ylamino)-6-(3,5-dichloro-4-hydroxyphenyl)quinolin-3-yl)propan-1-one). Isolated yield 8.5%. As a reaction SMILES: Br[C:2]1[CH:3]=[C:4]2[C:9](=[CH:10][CH:11]=1)[N:8]=[CH:7][C:6]([C:12](=[O:15])[CH2:13][CH3:14])=[C:5]2[NH:16][C:17]1[CH:18]=[CH:19][C:20]([N:23]2[CH2:27][CH2:26][CH:25]([NH:28]C(=O)OC(C)(C)C)[CH2:24]2)=[N:21][CH:22]=1.[Cl:36][C:37]1[CH:42]=[C:41](B2OC(C)(C)C(C)(C)O2)[CH:40]=[C:39]([Cl:52])[C:38]=1[OH:53]>>[NH2:28][CH:25]1[CH2:26][CH2:27][N:23]([C:20]2[N:21]=[CH:22][C:17]([NH:16][C:5]3[C:4]4[C:9](=[CH:10][CH:11]=[C:2]([C:41]5[CH:42]=[C:37]([Cl:36])[C:38]([OH:53])=[C:39]([Cl:52])[CH:40]=5)[CH:3]=4)[N:8]=[CH:7][C:6]=3[C:12](=[O:15])[CH2:13][CH3:14])=[CH:18][CH:19]=2)[CH2:24]1. Procedure details: Following general procedure D, tert-butyl 1-(5-(6-bromo-3-propionylquinolin-4-ylamino)pyridin-2-yl)pyrrolidin-3-ylcarbamate (100 mg, 0.18 mmol) was reacted with 2,6-dichloro-4-(4,4,5,5-tetramethyl-1,3,2-dioxaborolan-2-yl)phenol (81 mg, 0.28 mmol) to obtain the protected intermediate which was subjected to general procedure A-2 to afford the desired product (8 mg, 9% over two steps) as an orange-brown solid: 1H NMR (500 MHz, CD3OD+TFA-d) δ 9.29 (s, 1H), 8.27-8.19 (m, 2H), 8.07-7.99 (m, 2H), 7.85-... The reactants are C(C)(C)(C)OC(CN1[C@H](CCC1)COC1=CC=C(C=C1)OC1=CC=C(C=C1)Cl)=O ({(R)-2-[4-(4-Chloro-phenoxy)-phenoxymethyl]-pyrrolidin-1-yl}-acetic acid tert-butyl ester), Cl.O1CCOCC1 (HCl dioxane). Run at temperature 60 celsius, time 4 hour. The product is Cl.ClC1=CC=C(OC2=CC=C(OC[C@@H]3N(CCC3)CC(=O)O)C=C2)C=C1 ({(R)-2-[4-(4-Chloro-phenoxy)-phenoxymethyl]-pyrrolidin-1-yl}-acetic acid hydrochloride). Isolated yield 173.3%. Reaction SMILES: C([O:5][C:6](=[O:29])[CH2:7][N:8]1[CH2:12][CH2:11][CH2:10][C@@H:9]1[CH2:13][O:14][C:15]1[CH:20]=[CH:19][C:18]([O:21][C:22]2[CH:27]=[CH:26][C:25]([Cl:28])=[CH:24][CH:23]=2)=[CH:17][CH:16]=1)(C)(C)C.Cl.O1CCOCC1>>[ClH:28].[Cl:28][C:25]1[CH:26]=[CH:27][C:22]([O:21][C:18]2[CH:19]=[CH:20][C:15]([O:14][CH2:13][C@H:9]3[CH2:10][CH2:11][CH2:12][N:8]3[CH2:7][C:6]([OH:29])=[O:5])=[CH:16][CH:17]=2)=[CH:23][CH:24]=1 |f:1.2,3.4|. Procedure: To the product from step 5 (0.60 g, 1.42 mmol) was added a 1:1 mixture of concentrated HCl/dioxane (28 mL). The resulting solution was stirred at 60° C. for 4 h. The solvent was removed in vacuo. The crude product was triturated with ether and dried under reduced pressure to afford the title compound (0.49 g, 52%) as a white solid. Reactants: S(=O)(=O)([O-])[O-].[Na+].[Na+] (sodium sulfate), C(#N)C1=C(C(N(C1=C(C#N)C#N)CCCCCC)=O)C1=CC=C(C=C1)N(CCCCCC(=O)OC)CC(CCCC)CC (methyl 6-((4-(4-cyano-5-(dicyanomethylene)-1-hexyl-2-oxo-2,5-dihydro-1H-pyrrol-3-yl)phenyl)(2-ethylhexyl)amino)hexanoate), O1CCCC1 (tetrahydrofuran), Cl (Hydrochloric acid). Solvent: ClCCl (dichloromethane), O (water). The product is C(#N)C1=C(C(N(C1=C(C#N)C#N)CCCCCC)=O)C1=CC=C(C=C1)N(CCCCCC(=O)O)CC(CCCC)CC (6-((4-(4-cyano-5-(dicyanomethylene)-1-hexyl-2-oxo-2,5-dihydro-1H-pyrrol-3-yl)phenyl)(2-ethylhexyl)amino)hexanoic acid). Yield: 87.5%. As a reaction SMILES: [C:1]([C:3]1[C:7](=[C:8]([C:11]#[N:12])[C:9]#[N:10])[N:6]([CH2:13][CH2:14][CH2:15][CH2:16][CH2:17][CH3:18])[C:5](=[O:19])[C:4]=1[C:20]1[CH:25]=[CH:24][C:23]([N:26]([CH2:36][CH:37]([CH2:42][CH3:43])[CH2:38][CH2:39][CH2:40][CH3:41])[CH2:27][CH2:28][CH2:29][CH2:30][CH2:31][C:32]([O:34]C)=[O:33])=[CH:22][CH:21]=1)#[N:2].O1CCCC1.Cl.S([O-])([O-])(=O)=O.[Na+].[Na+]>ClCCl.O>[C:1]([C:3]1[C:7](=[C:8]([C:11]#[N:12])[C:9]#[N:10])[N:6]([CH2:13][CH2:14][CH2:15][CH2:16][CH2:17][CH3:18])[C:5](=[O:19])[C:4]=1[C:20]1[CH:21]=[CH:22][C:23]([N:26]([CH2:36][CH:37]([CH2:42][CH3:43])[CH2:38][CH2:39][CH2:40][CH3:41])[CH2:27][CH2:28][CH2:29][CH2:30][CH2:31][C:32]([OH:34])=[O:33])=[CH:24][CH:25]=1)#[N:2] |f:3.4.5|. Procedure details: The prepared methyl 6-((4-(4-cyano-5-(dicyanomethylene)-1-hexyl-2-oxo-2,5-dihydro-1H-pyrrol-3-yl)phenyl)(2-ethylhexyl)amino)hexanoate (7.5 g, 12.8 mmol) and tetrahydrofuran (50 ml) were loaded into a flask and stirred. Hydrochloric acid (20 ml, 3 N) was added thereto, and the mixture was allowed to react at 65° C. for 24 hours with stirring. The reaction product was transferred into a separate funnel, and was then added with water and dichloromethane, after which the organic layer was isolated t... Starting materials: C(C)OC(C(CC1=CC=C(C=C1)OCCN1CCCCC1)S(=O)(=O)CCCCCCCC)=O (2-(octane-1-sulfonyl)-3-[4-(2-piperidin-yl-ethoxy)-phenyl]-propionic acid ethyl ester), [OH-].[Na+] (sodium hydroxide). Run in C(C)O (ethanol). Product: C(CCCCCCC)S(=O)(=O)C(C(=O)O)CC1=CC=C(C=C1)OCCN1CCCCC1 (2-(Octane-1-sulfonyl)-3-[4-(2-piperidin-yl-ethoxy)-phenyl]-propionic acid). As a reaction SMILES: C([O:3][C:4](=[O:33])[CH:5]([S:22]([CH2:25][CH2:26][CH2:27][CH2:28][CH2:29][CH2:30][CH2:31][CH3:32])(=[O:24])=[O:23])[CH2:6][C:7]1[CH:12]=[CH:11][C:10]([O:13][CH2:14][CH2:15][N:16]2[CH2:21][CH2:20][CH2:19][CH2:18][CH2:17]2)=[CH:9][CH:8]=1)C.[OH-].[Na+]>C(O)C>[CH2:25]([S:22]([CH:5]([CH2:6][C:7]1[CH:12]=[CH:11][C:10]([O:13][CH2:14][CH2:15][N:16]2[CH2:17][CH2:18][CH2:19][CH2:20][CH2:21]2)=[CH:9][CH:8]=1)[C:4]([OH:33])=[O:3])(=[O:24])=[O:23])[CH2:26][CH2:27][CH2:28][CH2:29][CH2:30][CH2:31][CH3:32] |f:1.2|. Procedure details: 2-(Octane-1-sulfonyl)-3-[4-(2-piperidin-yl-ethoxy)-phenyl]-propionic acid was prepared according to the general method as outlined in example 9. Starting from 2-(octane-1-sulfonyl)-3-[4-(2-piperidin-yl-ethoxy)-phenyl]-propionic acid ethyl ester (8.9g, 18 mmol), ethanol (25 mL) and 10 N sodium hydroxide (25 mL). Yield 6.0g (72%). Reactants: CN1C(=NC=C1C=CC1=CC=CC=C1)[N+](=O)[O-] (1-methyl-2-nitro-5-styrylimidazole), CO (methanol), NaIO4. The reagents and catalysts are O=[Os](=O)(=O)=O (OsO4), O=[Os](=O)(=O)=O (OsO4). The solvent is O (water). Conditions: time 10 hour. The product is CN1C(=NC=C1C=O)[N+](=O)[O-] (1-Methyl-2-nitro-5-imidazolaldehyde). Isolated yield 60.0%. As a reaction SMILES: [CH3:1][N:2]1[C:6]([CH:7]=CC2C=CC=CC=2)=[CH:5][N:4]=[C:3]1[N+:15]([O-:17])=[O:16].C[OH:19]>O=[Os](=O)(=O)=O.O>[CH3:1][N:2]1[C:6]([CH:7]=[O:19])=[CH:5][N:4]=[C:3]1[N+:15]([O-:17])=[O:16]. Procedure: To a solution of 0.8 g. of 1-methyl-2-nitro-5-styrylimidazole in 300 ml. of methanol, a solution of 1.6 g. of NaIO4 in 40 ml. of water, and 0.02 g. of OsO4 are added. The mixture is stirred at room temperature for 10 hours, then an additional 0.01 g. of OsO4 is added and stirring is carried on for 8 hours. The reaction mixture is filtered and evaporated to dryness under vacuum at room temperature. The residue is extracted with ethyl acetate. After concentration of the resulting solution, 0.325 g... Reactants: N(=O)[O-].[Na+] (Sodium nitrite), [PH2](=O)O (hypophosphorous acid), Cl (Hydrochloric acid), NC1=C(C=C(C=C1Br)C=1C=C(C(=NC1)C)C(=O)OCC)Br (5-(4-amino-3,5-dibromophenyl)-3-ethoxycarbonyl-2-methyl pyridine). Run in O (water), O (water), O (water), C(C)N(CC)CC (triethylamine), C(C)(=O)O (acetic acid). Reaction conditions: time 0.5 hour. Product: BrC=1C=C(C=C(C1)Br)C=1C=C(C(=NC1)C)C(=O)OCC (5-(3,5-Dibromophenyl)-3-ethoxycarbonyl-2-methylpyridine). Isolated yield 50.3%. As a reaction SMILES: Cl.N[C:3]1[C:8]([Br:9])=[CH:7][C:6]([C:10]2[CH:11]=[C:12]([C:17]([O:19][CH2:20][CH3:21])=[O:18])[C:13]([CH3:16])=[N:14][CH:15]=2)=[CH:5][C:4]=1[Br:22].N([O-])=O.[Na+].[PH2](O)=O>C(O)(=O)C.O.C(N(CC)CC)C>[Br:9][C:8]1[CH:7]=[C:6]([C:10]2[CH:11]=[C:12]([C:17]([O:19][CH2:20][CH3:21])=[O:18])[C:13]([CH3:16])=[N:14][CH:15]=2)[CH:5]=[C:4]([Br:22])[CH:3]=1 |f:2.3|. Procedure: Hydrochloric acid (11.5N, 0.90 ml) was added to 5-(4-amino-3,5-dibromophenyl)-3-ethoxycarbonyl-2-methyl pyridine (2 g) in glacial acetic acid (20 ml). Sodium nitrite (0.37 g) in water (2 ml) was added at 0°-5° C. and, after standing for 0.5 hour at this temperature, the mixture was poured into 30% aqueous hypophosphorous acid (3.88 g) in water (10 ml). The mixture was stirred at room temperature for 0.5 hour, diluted with water, made alkaline with triethylamine and extracted with diethyl ether. ... Starting materials: CCl (methyl chloride), [Cl-].[NH4+] (ammonium chloride), C(C)(C)(C)OC(=O)N1C(CCC1)C=1N(C(=CN1)C1=CC=C(C=C1)C1=CC(NC=C1)=O)COCC[Si](C)(C)C (2-{5-[4-(2-Oxo-1,2-dihydro-pyridin-4-yl)-phenyl}-1-(2-trimethylsilanyl-ethoxymethyl)-1H-imidazol-2-yl]-pyrrolidine-1-carboxylic acid tert-butyl ester), C(C)(C)(C)OC(=O)N1C(CCC1)C=1NC(=CN1)C1=CC=C(C=C1)C1=CC(=NC=C1)OCC1=CC=CC=C1 (2-{5-[4-(2-Benzyloxy-pyridin-4-yl)-phenyl]-1H-imidazol-2-yl}-pyrrolidine-1-carboxylic acid tert-butyl ester), [H-].[Na+] (sodium hydride). Run in CN(C)C=O (DMF). Conditions: time 5 minute. Product: C(C)(C)(C)OC(=O)N1CCCC1 (pyrrolidine-1-carboxylic acid tert-butyl ester). As a reaction SMILES: [C:1]([O:5][C:6]([N:8]1[CH2:12][CH2:11][CH2:10][CH:9]1C1N(COCC[Si](C)(C)C)C(C2C=CC(C3C=CNC(=O)C=3)=CC=2)=CN=1)=[O:7])([CH3:4])([CH3:3])[CH3:2].C(OC(N1CCCC1C1NC(C2C=CC(C3C=CN=C(OCC4C=CC=CC=4)C=3)=CC=2)=CN=1)=O)(C)(C)C.[H-].[Na+].CCl.[Cl-].[NH4+]>CN(C=O)C>[C:1]([O:5][C:6]([N:8]1[CH2:12][CH2:11][CH2:10][CH2:9]1)=[O:7])([CH3:4])([CH3:2])[CH3:3] |f:2.3,5.6|. Reported procedure: A mixture of 4-Bromo-1H-pyridin-2-one (0.613 g), silver carbonate (0.63 g) and benzyl bromide (0.50 mL) in benzene (10 mL) was heated at 50° C. for 24 hours, protected from light. Reaction mixture stirred ambient temperature for 16 hours. Reaction mixture was filtered through a pad of CELITE, which was washed ethyl acetate. The filtrate was concentrated and purified by flash column chromatography (silica gel, 0 to 10% ethyl acetate/hexanes) to give 2-Benzyloxy-4-bromo-pyridine (0.6043 g): LCMS-E... Reactants: OCC(CO)(CO)CO (pentaerythritol), C(CCCCCCCCCCCCCCCCC)(=O)O (stearic acid), C(CCCCC(=O)O)(=O)O (adipic acid), C(O)C(C(=O)O)(C)CO (dimethylolpropionic acid), [Sn] (tin). Product: C(O)C(C(=O)O)(C)CO.C(CCCCCCCCCCCCCCCCC)(=O)O.C(CCCCC(=O)O)(=O)O.OCC(CO)(CO)CO (pentaerythritol adipate stearate dimethylolpropionate). RXN SMILES: [OH:1][CH2:2][C:3]([CH2:8][OH:9])([CH2:6][OH:7])[CH2:4][OH:5].[C:10]([OH:29])(=[O:28])[CH2:11][CH2:12][CH2:13][CH2:14][CH2:15][CH2:16][CH2:17][CH2:18][CH2:19][CH2:20][CH2:21][CH2:22][CH2:23][CH2:24][CH2:25][CH2:26][CH3:27].[C:30]([OH:39])(=[O:38])[CH2:31][CH2:32][CH2:33][CH2:34][C:35]([OH:37])=[O:36].[CH2:40]([C:42]([CH2:47][OH:48])([CH3:46])[C:43]([OH:45])=[O:44])[OH:41].[Sn]>>[CH2:40]([C:42]([CH2:47][OH:48])([CH3:46])[C:43]([OH:45])=[O:44])[OH:41].[C:10]([OH:29])(=[O:28])[CH2:11][CH2:12][CH2:13][CH2:14][CH2:15][CH2:16][CH2:17][CH2:18][CH2:19][CH2:20][CH2:21][CH2:22][CH2:23][CH2:24][CH2:25][CH2:26][CH3:27].[C:30]([OH:39])(=[O:38])[CH2:31][CH2:32][CH2:33][CH2:34][C:35]([OH:37])=[O:36].[OH:1][CH2:2][C:3]([CH2:8][OH:9])([CH2:6][OH:7])[CH2:4][OH:5] |f:5.6.7.8,^3:48|. Procedure details: As in Example N, 76.2 g (0.56 mole) pentaerythritol, 302.4 g (1.12 mole) technical stearic acid, 71.5 g (0.49 mole) adipic acid and 9.4 g (0.07 mole) dimethylolpropionic acid instead of tartaric acid were reacted in three steps using a total of 1.0 g tin powder. After the addition of bleaching earth, filtration under pressure at 90° C. and cooling, the pentaerythritol adipate stearate dimethylolpropionate (8:7:16:1) (material Q; 364 g) was present as a yellowish, brittle wax-like mass (dropping ... Reactants: C(#N)CC(=O)NC1=CC=CC=C1 (α-cyanoacetanilide), CC(C)([O-])C.[K+] (potassium t-butoxide), N1C(=CC=C1)C(=O)O (pyrrole-2-carboxylic acid), P(OCC)(OCC)(=O)C#N (diethyl phosphorocyanidate). The solvent is CN(C=O)C (dimethylformamide), O (water), CN(C=O)C (dimethylformamide). Product: O=C(C(C#N)C(NC1=CC=CC=C1)=O)C=1NC=CC1 (β-oxo-α-(phenylcarbamoyl)-β-(2-pyrrolyl)-propionitrile). Reaction SMILES: [C:1]([CH2:3][C:4]([NH:6][C:7]1[CH:12]=[CH:11][CH:10]=[CH:9][CH:8]=1)=[O:5])#[N:2].CC(C)([O-])C.[K+].[NH:19]1[CH:23]=[CH:22][CH:21]=[C:20]1[C:24](O)=[O:25].P(C#N)(=O)(OCC)OCC>CN(C)C=O.O>[O:25]=[C:24]([C:20]1[NH:19][CH:23]=[CH:22][CH:21]=1)[CH:3]([C:4](=[O:5])[NH:6][C:7]1[CH:12]=[CH:11][CH:10]=[CH:9][CH:8]=1)[C:1]#[N:2] |f:1.2|. Procedure details: to a solution of 1.6 g of α-cyanoacetanilide in 10 ml of dimethylformamide is added 3.4 g of potassium t-butoxide. The stirred cooled suspension is treated with a solution of 1.1 g of pyrrole-2-carboxylic acid and 1.4 ml of diethyl phosphorocyanidate in 6 ml of dimethylformamide. After standing for one half hour, solution is treated with 80 ml of cold water, filtered and acidified with 6N hydrochloric acid. The suspended product is collected, washed with water, dried, and dissolved in ethyl acet...